From a dataset of the Open Reaction Database (ORD), a public repository of structured organic reaction records. describe an organic reaction: reactants, conditions, products, and yield The product is C(C)(C)(C)ON=CCCl (chloroacetaldehyde O-tert-butyloxime). Reported procedure: To 9.81 g of 40% aqueous chloroacetaldehyde solution was added 3.77 g of O-tert-butylhydroxylamine hydrochloride with stirring at room temperature. After stirring at room temperature for 2 hours, the reaction mixture was extracted twice with diethyl ether. The diethyl ether layers were combined, washed with water, dried over anhydrous magnesium sulfate, and concentrated, which afforded 4.21 g (yield, 94%) of chloroacetaldehyde O-tert-butyloxime, nD23.2 1.4418. The yield is 93.7%. As a reaction SMILES: [Cl:1][CH2:2][CH:3]=O.Cl.[C:6]([O:10][NH2:11])([CH3:9])([CH3:8])[CH3:7]>>[C:6]([O:10][N:11]=[CH:3][CH2:2][Cl:1])([CH3:9])([CH3:8])[CH3:7] |f:1.2|. Reactants: ClCC=O (chloroacetaldehyde), Cl.C(C)(C)(C)ON (O-tert-butylhydroxylamine hydrochloride). The product is C(C)(C)NC(=O)C=1C=C2C(=NC1)NC(=C2)C(CC(C)C)C2=CC=C(C=C2)S(=O)(=O)C (2-[1-(4-methanesulfonyl-phenyl)-3-methyl-butyl]-1H-pyrrolo[2,3-b]pyridin-5-carboxylic acid isopropylamide). The solvent is ClCCl (dichloromethane), CN(C=O)C (N,N-dimethylformamide), C(C)(=O)OCC (ethyl acetate). RXN SMILES: [CH3:1][S:2]([C:5]1[CH:10]=[CH:9][C:8]([CH:11]([C:16]2[NH:27][C:19]3=[N:20][CH:21]=[C:22]([C:24]([OH:26])=O)[CH:23]=[C:18]3[CH:17]=2)[CH2:12][CH:13]([CH3:15])[CH3:14])=[CH:7][CH:6]=1)(=[O:4])=[O:3].[CH:28]([NH2:31])([CH3:30])[CH3:29].CN1CCOCC1.O.ON1C2C=CC=CC=2N=N1.Cl.CN(C)CCCN=C=NCC>ClCCl.CN(C)C=O.C(OCC)(=O)C>[CH:28]([NH:31][C:24]([C:22]1[CH:23]=[C:18]2[CH:17]=[C:16]([CH:11]([C:8]3[CH:7]=[CH:6][C:5]([S:2]([CH3:1])(=[O:3])=[O:4])=[CH:10][CH:9]=3)[CH2:12][CH:13]([CH3:14])[CH3:15])[NH:27][C:19]2=[N:20][CH:21]=1)=[O:26])([CH3:30])[CH3:29] |f:3.4,5.6|. Reactants: CS(=O)(=O)C1=CC=C(C=C1)C(CC(C)C)C1=CC=2C(=NC=C(C2)C(=O)O)N1 (2-[1-(4-methanesulfonyl-phenyl)-3-methyl-butyl]-1H-pyrrolo[2,3-b]pyridin-5-carboxylic acid), C(C)(C)N (isopropylamine), CN1CCOCC1 (N-methylmorpholine), O.ON1N=NC2=C1C=CC=C2 (1-hydroxybenzotriazole hydrate), Cl.CN(CCCN=C=NCC)C (N-(3-dimethylaminopropyl)-N′-ethylcarbodiimide hydrochloride). Isolated yield 20.2%. Procedure: To a solution of 2-[1-(4-methanesulfonyl-phenyl)-3-methyl-butyl]-1H-pyrrolo[2,3-b]pyridin-5-carboxylic acid (200 mg, 0.52 mmol) and isopropylamine (54 μL, 0.62 mmol) in dichloromethane (1 mL), N,N-dimethylformamide (500 μL) and N-methylmorpholine (200 μL, 1.56 mmol) was added 1-hydroxybenzotriazole hydrate (141 mg, 1.04 mmol) followed by N-(3-dimethylaminopropyl)-N′-ethylcarbodiimide hydrochloride (199 mg, 1.04 mmol) in one portion. The mixture was then stirred at 25° C. for 14 h. The mixture wa... Conditions: temperature 25 celsius, time 14 hour. Starting materials: O=C(c1ccccc1)c1ccc(=O)n2cc[nH]c12, Cc1ccccc1, O=P(Cl)(Cl)Cl. Yields the product O=C(c1ccccc1)c1ccc(Cl)n2ccnc12. Reaction SMILES: [C:1]([c:2]1[cH:3][cH:4][cH:5][cH:6][cH:7]1)(=[O:8])[c:9]1[c:10]2[n:11]([c:12](=[O:15])[cH:13][cH:14]1)[cH:16][cH:17][nH:18]2.[CH3:24][c:25]1[cH:26][cH:27][cH:28][cH:29][cH:30]1.[P:19]([Cl:20])([Cl:21])([Cl:22])=[O:23]>>[C:1]([c:2]1[cH:3][cH:4][cH:5][cH:6][cH:7]1)(=[O:8])[c:9]1[c:10]2[n:11]([c:12]([Cl:21])[cH:13][cH:14]1)[cH:16][cH:17][n:18]2. Reactants: CC(C)([Si](OCC(CO[Si](C(C)(C)C)(C)C)C1=CC=C(N)C=C1)(C)C)C (4-(2,2,3,3,9,9,10,10-octamethyl-4,8-dioxa-3,9-disilaundecan-6-yl)aniline), C(C(C)C)O (isobutanol), [I-].[K+] (potassium iodide), IrCl2, 2. Run in O (water), O (water), ClCCl (dichloromethane). Conditions: temperature 150 celsius. The product is C(C(C)C)NC1=CC=C(C=C1)C(CO[Si](C(C)(C)C)(C)C)CO[Si](C(C)(C)C)(C)C (N-isobutyl-4-(2,2,3,3,9,9,10,10-octamethyl-4,8-dioxa-3,9-disilaundecan-6-yl)aniline). Reaction SMILES: [CH3:1][C:2]([CH3:26])([Si:4]([CH3:25])([CH3:24])[O:5][CH2:6][CH:7]([C:17]1[CH:23]=[CH:22][C:20]([NH2:21])=[CH:19][CH:18]=1)[CH2:8][O:9][Si:10]([CH3:16])([CH3:15])[C:11]([CH3:14])([CH3:13])[CH3:12])[CH3:3].[CH2:27](O)[CH:28]([CH3:30])[CH3:29].[I-].[K+]>O.ClCCl>[CH2:27]([NH:21][C:20]1[CH:22]=[CH:23][C:17]([CH:7]([CH2:8][O:9][Si:10]([CH3:15])([CH3:16])[C:11]([CH3:12])([CH3:13])[CH3:14])[CH2:6][O:5][Si:4]([CH3:24])([CH3:25])[C:2]([CH3:26])([CH3:1])[CH3:3])=[CH:18][CH:19]=1)[CH:28]([CH3:30])[CH3:29] |f:2.3|. Reported procedure: A mixture of 4-(2,2,3,3,9,9,10,10-octamethyl-4,8-dioxa-3,9-disilaundecan-6-yl)aniline (193.1 mg, 0.488 mmol), isobutanol (0.090 mL, 0.976 mmol), potassium iodide (162 mg, 0.976 mmol), [Cp*IrCl2]2 (3.89 mg, 4.88 μmol) and water (3 mL) was prepared in a microwave vial. The reaction vessel was sealed and heated by microwaves to 150° C. for 1.5 hours. After cooling, the solution was diluted with water and dichloromethane (20 mL), then the organic phase separated (hydrophobic frit) and concentrated i... The reactants are C1CCNC1, Cn1c2ccccc2c2c(CC(=O)O)nn(-c3ccccc3)c(=O)c21. The product is Cn1c2ccccc2c2c(CC(=O)N3CCCC3)nn(-c3ccccc3)c(=O)c21. RXN SMILES: [CH2:26]1[CH2:27][CH2:28][NH:29][CH2:30]1.[CH3:1][n:2]1[c:3]2[c:4]([c:5]3[cH:6][cH:7][cH:8][cH:9][c:10]13)[c:11]([CH2:22][C:23](=[O:24])[OH:25])[n:12][n:13](-[c:16]1[cH:17][cH:18][cH:19][cH:20][cH:21]1)[c:14]2=[O:15]>>[CH3:1][n:2]1[c:3]2[c:4]([c:5]3[cH:6][cH:7][cH:8][cH:9][c:10]13)[c:11]([CH2:22][C:23](=[O:24])[N:29]1[CH2:28][CH2:27][CH2:26][CH2:30]1)[n:12][n:13](-[c:16]1[cH:17][cH:18][cH:19][cH:20][cH:21]1)[c:14]2=[O:15]. Reactants: CCCS(=O)(=O)Nc1ccc(F)c(C(=O)c2c[nH]c3ncc(Br)nc23)c1F, O=C([O-])[O-], COc1ncc(B(O)O)cn1, CC#N, [K+], [K+], O. Product: CCCS(=O)(=O)Nc1ccc(F)c(C(=O)c2c[nH]c3ncc(-c4cnc(OC)nc4)nc23)c1F. RXN SMILES: [Br:1][c:2]1[n:3][c:4]2[c:5]([n:6][cH:7]1)[nH:8][cH:9][c:10]2[C:11](=[O:12])[c:13]1[c:14]([F:27])[c:15]([NH:20][S:21](=[O:22])(=[O:23])[CH2:24][CH2:25][CH3:26])[cH:16][cH:17][c:18]1[F:19].[C:42](=[O:43])([O-:44])[O-:45].[CH3:28][O:29][c:30]1[n:31][cH:32][c:33]([B:36]([OH:37])[OH:38])[cH:34][n:35]1.[CH3:39][C:40]#[N:41].[K+:46].[K+:47].[OH2:48]>>[c:2]1(-[c:33]2[cH:32][n:31][c:30]([O:29][CH3:28])[n:35][cH:34]2)[n:3][c:4]2[c:5]([n:6][cH:7]1)[nH:8][cH:9][c:10]2[C:11](=[O:12])[c:13]1[c:14]([F:27])[c:15]([NH:20][S:21](=[O:22])(=[O:23])[CH2:24][CH2:25][CH3:26])[cH:16][cH:17][c:18]1[F:19].